This data is from the Open Reaction Database (ORD), a public repository of structured organic reaction records. The task is: describe an organic reaction: reactants, conditions, products, and yield Starting materials: C(CC)OC(CCS(=O)(=O)[O-])C (2-propoxypropylmethane sulfonate), C(C)O (ethanol), [O-]CC.[Na+] (sodium ethoxide), C(CC(=O)OCC)(=O)OCC (diethyl malonate). The solvent is O (water). The yield is 65.8%. Procedure details: Into 345 ml of ethanol, 43.4 g of 95%-sodium ethoxide was added, and under stirring, 114 g of diethyl malonate was added dropwise at 33°-36° C. in 55 min. After further 30 min. of stirring, 114 g of the above 2-propoxypropylmethane sulfonate was added at 34°-38° C. in 1 hour. The mixture was heated and refluxed at 80°-82° C. for 18 hours. After the completion, the product was poured in cold water and extracted with benzene, followed by washing with water, removed by distillation of benzene, and ... The product is C(CC)OC(CC(C(=O)OCC)C(=O)OCC)C (ethyl 4-propoxy-2-ethoxycarbonylvalerate). Reaction SMILES: C(O)C.[O-]CC.[Na+].[C:8]([O:16][CH2:17][CH3:18])(=[O:15])[CH2:9][C:10]([O:12][CH2:13][CH3:14])=[O:11].[CH2:19]([O:22][CH:23]([CH3:30])[CH2:24]CS([O-])(=O)=O)[CH2:20][CH3:21]>O>[CH2:19]([O:22][CH:23]([CH3:30])[CH2:24][CH:9]([C:10]([O:12][CH2:13][CH3:14])=[O:11])[C:8]([O:16][CH2:17][CH3:18])=[O:15])[CH2:20][CH3:21] |f:1.2|. Reactants: CC(C)(C)[Si](OC[C@@H](O)C=1N(C(C2=CC=CC=C2C1C1=CC(=C(C=C1)C)C)=O)C)(C1=CC=CC=C1)C1=CC=CC=C1 (3-((1S)-2-{[(1,1-dimethylethyl)(diphenyl)silyl]oxy}-1-hydroxyethyl)-4-(3,4-dimethylphenyl)-2-methyl-1(2H)-isoquinolinone), resin, CC(C)=C (isobutylene), CCCC[N+](CCCC)(CCCC)CCCC.[F-] (TBAF), O1CCCC1 (THF). Run in ClCCl (Dichloromethane). Reaction conditions: time 48 hour. The product is C(C)(C)(C)O[C@H](CO)C=1N(C(C2=CC=CC=C2C1C1=CC(=C(C=C1)C)C)=O)C ((S)-3-(1-(tert-butoxy)-2-hydroxyethyl)-4-(3,4-dimethylphenyl)-2-methylisoquinolin-1(2H)-one). Yield: 43.6%. Reaction SMILES: CC([Si](C1C=CC=CC=1)(C1C=CC=CC=1)[O:6][CH2:7][C@H:8]([C:10]1[N:11]([CH3:29])[C:12](=[O:28])[C:13]2[C:18]([C:19]=1[C:20]1[CH:25]=[CH:24][C:23]([CH3:26])=[C:22]([CH3:27])[CH:21]=1)=[CH:17][CH:16]=[CH:15][CH:14]=2)[OH:9])(C)C.[CH3:42][C:43](=[CH2:45])[CH3:44].CCCC[N+](CCCC)(CCCC)CCCC.[F-].O1CCCC1>ClCCl>[C:43]([O:9][C@@H:8]([C:10]1[N:11]([CH3:29])[C:12](=[O:28])[C:13]2[C:18]([C:19]=1[C:20]1[CH:25]=[CH:24][C:23]([CH3:26])=[C:22]([CH3:27])[CH:21]=1)=[CH:17][CH:16]=[CH:15][CH:14]=2)[CH2:7][OH:6])([CH3:45])([CH3:44])[CH3:42] |f:2.3|. Procedure: A −78° C. suspension of 3-((1S)-2-{[(1,1-dimethylethyl)(diphenyl)silyl]oxy}-1-hydroxyethyl)-4-(3,4-dimethylphenyl)-2-methyl-1(2H)-isoquinolinone (12 mg, 0.021 mmol) and amberlyst 15 resin (6 mg, 0.036 mmol) in Dichloromethane (DCM) (290 μl) was treated with isobutylene until the volume approximately doubled. The reaction mixture was sealed and allowed to warm to ambient temperature. After 48 h, the reaction mixture was cooled to −78° C. and then opened to the atmosphere. The reaction mixture was... The reactants are Br, CC(=O)O, CCOCC, COc1nccn2c(-c3ccnc(NC4CC4)n3)c(-c3ccc(F)cc3)nc12. Yields the product O=c1[nH]ccn2c(-c3ccnc(NC4CC4)n3)c(-c3ccc(F)cc3)nc12. RXN SMILES: [BrH:29].[CH3:30][C:31](=[O:32])[OH:33].[CH3:34][CH2:35][O:36][CH2:37][CH3:38].[CH:1]1([NH:4][c:5]2[n:6][cH:7][cH:8][c:9](-[c:11]3[c:12](-[c:22]4[cH:23][cH:24][c:25]([F:28])[cH:26][cH:27]4)[n:13][c:14]4[n:15]3[cH:16][cH:17][n:18][c:19]4[O:20][CH3:21])[n:10]2)[CH2:2][CH2:3]1>>[CH:1]1([NH:4][c:5]2[n:6][cH:7][cH:8][c:9](-[c:11]3[c:12](-[c:22]4[cH:23][cH:24][c:25]([F:28])[cH:26][cH:27]4)[n:13][c:14]4[n:15]3[cH:16][cH:17][nH:18][c:19]4=[O:20])[n:10]2)[CH2:2][CH2:3]1. Reactants: CC(=O)C1=CC=CC=2[C@@H]3[C@H](OC21)C[C@@H]([C@H]3NS(=O)(=O)C3=CC=CC=C3)O ((1S, 2S, 3aR, 8bS)-1-benzenesulfonamido-2-hydroxy-2,3,3a,8b-tetrahydro-1H-cyclopenta[b]benzofuran-5-yl methyl ketone), aqueous solution, S(=O)([O-])[O-].[Na+].[Na+] (sodium sulfite), C(O)([O-])=O.[Na+] (sodium hydrogencarbonate), ClC1=CC(=CC=C1)C(=O)OO (metachloroperbenzoic acid). Solvent: C(Cl)Cl (methylene chloride). Reaction conditions: time 5 hour. The product is C(C)(=O)OC1=CC=CC=2[C@@H]3[C@H](OC21)C[C@@H]([C@H]3NS(=O)(=O)C3=CC=CC=C3)O ((1S, 2S, 3aR, 8bS)-1-benzenesulfonamido-2-hydroxy- 2,3,3a,8b-tetrahydro-1H-cyclopenta[b]benzofuran-5-yl acetate). As a reaction SMILES: CC([C:4]1[C:12]2[O:11][C@@H:10]3[CH2:13][C@H:14]([OH:26])[C@@H:15]([NH:16][S:17]([C:20]4[CH:25]=[CH:24][CH:23]=[CH:22][CH:21]=4)(=[O:19])=[O:18])[C@@H:9]3[C:8]=2[CH:7]=[CH:6][CH:5]=1)=O.C(=O)([O-])O.[Na+].ClC1C=CC=[C:35]([C:39]([O:41]O)=[O:40])C=1.S([O-])([O-])=O.[Na+].[Na+]>C(Cl)Cl>[C:39]([O:41][C:4]1[C:12]2[O:11][C@@H:10]3[CH2:13][C@H:14]([OH:26])[C@@H:15]([NH:16][S:17]([C:20]4[CH:21]=[CH:22][CH:23]=[CH:24][CH:25]=4)(=[O:18])=[O:19])[C@@H:9]3[C:8]=2[CH:7]=[CH:6][CH:5]=1)(=[O:40])[CH3:35] |f:1.2,4.5.6|. Procedure details: (1S, 2S, 3aR, 8bS)-1-benzenesulfonamido-2-hydroxy-2,3,3a,8b-tetrahydro-1H-cyclopenta[b]benzofuran-5-yl methyl ketone (112) (1.57 g) was dissolved in methylene chloride (30 ml) followed by the addition of sodium hydrogencarbonate (2.12 g) and metachloroperbenzoic acid (potency: 70%, 4.61) and stirring for 5 hours at room temperature. A 4% aqueous solution of sodium sulfite (100 ml) was added to the reaction mixture followed by extraction with methylene chloride (100 ml+50 ml×2). The organic layer... Starting materials: COC(=O)c1ccc2ccc(NC(=O)OC(C)(C)C)cc2c1, CC#N, [K+], [K+], O=C([O-])[O-], O=C1CCC(=O)N1Br. Product: COC(=O)c1ccc2ccc(NC(=O)OC(C)(C)C)c(Br)c2c1. RXN SMILES: [C:1]([CH3:2])([CH3:3])([CH3:4])[O:5][C:6](=[O:7])[NH:8][c:9]1[cH:10][cH:11][c:12]2[cH:13][cH:14][c:15]([C:19](=[O:20])[O:21][CH3:22])[cH:16][c:17]2[cH:18]1.[CH3:37][C:38]#[N:39].[K+:31].[K+:32].[O-:33][C:34]([O-:35])=[O:36].[O:23]=[C:24]1[N:25]([Br:30])[C:26](=[O:27])[CH2:28][CH2:29]1>>[C:1]([CH3:2])([CH3:3])([CH3:4])[O:5][C:6](=[O:7])[NH:8][c:9]1[cH:10][cH:11][c:12]2[cH:13][cH:14][c:15]([C:19](=[O:20])[O:21][CH3:22])[cH:16][c:17]2[c:18]1[Br:30]. Starting materials: CCOC(=O)CCCc1ccc(Cl)c(CC2CCN(C3CCCCC3)C2=O)c1F, CO, Cl, [Na+], [OH-]. The product is O=C(O)CCCc1ccc(Cl)c(CC2CCN(C3CCCCC3)C2=O)c1F. Reaction SMILES: [CH2:3]([CH3:4])[O:5][C:6]([CH2:7][CH2:8][CH2:9][c:10]1[c:11]([F:30])[c:12]([CH2:17][CH:18]2[C:19](=[O:29])[N:20]([CH:23]3[CH2:24][CH2:25][CH2:26][CH2:27][CH2:28]3)[CH2:21][CH2:22]2)[c:13]([Cl:16])[cH:14][cH:15]1)=[O:31].[CH3:33][OH:34].[ClH:32].[Na+:2].[OH-:1]>>[O:5]=[C:6]([CH2:7][CH2:8][CH2:9][c:10]1[c:11]([F:30])[c:12]([CH2:17][CH:18]2[C:19](=[O:29])[N:20]([CH:23]3[CH2:24][CH2:25][CH2:26][CH2:27][CH2:28]3)[CH2:21][CH2:22]2)[c:13]([Cl:16])[cH:14][cH:15]1)[OH:31]. Starting materials: COCCBr, CCc1ncccc1Oc1cc(SCCC(=O)OC)cnc1Nc1nc(C2CC3CCC(C2)N3C(=O)OC(C)(C)C)ns1, C1CCOC1, CC(C)(C)[O-], [K+]. Product: CCc1ncccc1Oc1cc(SCCOC)cnc1Nc1nc(C2CC3CCC(C2)N3C(=O)OC(C)(C)C)ns1. As a reaction SMILES: [Br:50][CH2:51][CH2:52][O:53][CH3:54].[CH2:1]([CH3:2])[c:3]1[n:4][cH:5][cH:6][cH:7][c:8]1[O:9][c:10]1[c:11]([NH:23][c:24]2[n:25][c:26]([CH:29]3[CH2:30][CH:31]4[CH2:32][CH2:33][CH:34]([CH2:35]3)[N:36]4[C:37](=[O:38])[O:39][C:40]([CH3:41])([CH3:42])[CH3:43])[n:27][s:28]2)[n:12][cH:13][c:14]([S:16][CH2:17][CH2:18][C:19]([O:20][CH3:21])=[O:22])[cH:15]1.[CH2:55]1[O:56][CH2:57][CH2:58][CH2:59]1.[CH3:44][C:45]([O-:46])([CH3:47])[CH3:48].[K+:49]>>[CH2:1]([CH3:2])[c:3]1[n:4][cH:5][cH:6][cH:7][c:8]1[O:9][c:10]1[c:11]([NH:23][c:24]2[n:25][c:26]([CH:29]3[CH2:30][CH:31]4[CH2:32][CH2:33][CH:34]([CH2:35]3)[N:36]4[C:37](=[O:38])[O:39][C:40]([CH3:41])([CH3:42])[CH3:43])[n:27][s:28]2)[n:12][cH:13][c:14]([S:16][CH2:51][CH2:52][O:53][CH3:54])[cH:15]1.